describe an organic reaction: reactants, conditions, products, and yield From a dataset of the Open Reaction Database (ORD), a public repository of structured organic reaction records. Reactants: [OH-].[Li+] (lithium hydroxide), C(C)OC(COC\C=C/CN1[C@H](CCC1=O)\C=C\C(CCCCC)O)=O ({(Z)-4-[(R)-2-((E)-3-hydroxy-oct-1-enyl)-5-oxo-pyrrolidin-1-yl]-but-2-enyloxy}-acetic acid ethyl ester), Cl (hydrochloric acid). The solvent is O (water), O (water), CO (methanol), C1CCOC1 (THF). Run at temperature 45 celsius, time 8 hour. Yields the product OC(/C=C/[C@@H]1N(C(CC1)=O)C\C=C/COCC(=O)O)CCCCC ({(Z)-4-[(R)-2-((E)-3-hydroxy-oct-1-enyl)-5-oxo-pyrrolidin-1-yl]-but-2-enyloxy}-acetic acid). As a reaction SMILES: C([O:3][C:4](=[O:26])[CH2:5][O:6][CH2:7]/[CH:8]=[CH:9]\[CH2:10][N:11]1[C:15](=[O:16])[CH2:14][CH2:13][C@@H:12]1/[CH:17]=[CH:18]/[CH:19]([OH:25])[CH2:20][CH2:21][CH2:22][CH2:23][CH3:24])C.[OH-].[Li+].Cl>CO.C1COCC1.O>[OH:25][CH:19]([CH2:20][CH2:21][CH2:22][CH2:23][CH3:24])/[CH:18]=[CH:17]/[C@H:12]1[CH2:13][CH2:14][C:15](=[O:16])[N:11]1[CH2:10]/[CH:9]=[CH:8]\[CH2:7][O:6][CH2:5][C:4]([OH:26])=[O:3] |f:1.2|. Procedure: To a solution of {(Z)-4-[(R)-2-((E)-3-hydroxy-oct-1-enyl)-5-oxo-pyrrolidin-1-yl]-but-2-enyloxy}-acetic acid ethyl ester (0.22 g, 0.6 mmol) in a mixture of 5 mL of methanol and 5 mL THF at room temperature under a nitrogen atmosphere was added an aqueous solution of lithium hydroxide (0.1 g, 2.4 mmol) in 3 mL of water. The reaction was stirred at 45° C. overnight, cooled to room temperature and treated with aqueous hydrochloric acid (1 M) until acidic. The residue was diluted with water (10 mL) a...